This data is from the Open Reaction Database (ORD), a public repository of structured organic reaction records. The task is: describe an organic reaction: reactants, conditions, products, and yield Reactants: C(C)(=O)C1=CC2=C(S1)C(C1=C(SC=C1C(C)=O)C2=O)=O (2,7-Diacetyl-4,8-dihydrobenzo[1,2-b:4,5-b′]dithiophene-4,8-dione), [BH4-].[Na+] (NaBH4), OC(C)C1=CC2=C(S1)C(C1=C(SC=C1)C2=O)=O (2-(1′-Hydroxyethyl)-4,8-dihydrobenzo[1,2-b:4,5-b′]dithiophene-4,8-dione). Run in C(Cl)(Cl)Cl.CO (CHCl3 MeOH). The product is OC(C)C1=CC2=C(S1)C(C1=C(SC=C1C(C)O)C2=O)=O (2,7-Bis(1′-hydroxyethyl)-4,8-dihydrobenzo [1,2-b:4,5-b′]dithiophene-4,8-dione). The yield is 90.0%. Reaction SMILES: [C:1]([C:4]1[S:8][C:7]2[C:9](=[O:20])[C:10]3[C:14]([C:15](=[O:17])[CH3:16])=[CH:13][S:12][C:11]=3[C:18](=[O:19])[C:6]=2[CH:5]=1)(=[O:3])[CH3:2].[BH4-].[Na+].OC(C1SC2C(=O)C3C=CSC=3C(=O)C=2C=1)C>C(Cl)(Cl)Cl.CO>[OH:3][CH:1]([C:4]1[S:8][C:7]2[C:9](=[O:20])[C:10]3[C:14]([CH:15]([OH:17])[CH3:16])=[CH:13][S:12][C:11]=3[C:18](=[O:19])[C:6]=2[CH:5]=1)[CH3:2] |f:1.2,4.5|. Procedure: Compound 13 was reduced with NaBH4 in as in the preparation of 10. Column chromatography on silica gel eluting with CHCl3:MeOH (100:1) gave 14 as a yellow solid (mp 218-219° C.) in a 90% yield. IR (KBr) 1650, 1670 (C═O), 3100-3500 (OH) cm−1; 1H NMR (DMSO-d6) δ 1.36 (d, J=6.0 Hz, 3H, C-7-CH3), 1.48 (d, J=6.0 Hz, 3H, C-2-CH3), 5.05 (s, 1H, C-2-OH), 5.33 (s, 1H, C-7-OH), 5.52 (m, 2H, C-7-CH), 6.17 (m, 1H, C-2-CH), 7.41 (s, 1H, H-3), 7.97 (s, 1H, H-6); 13C NMR (DMSO-d6) δ 24.8 (C-7-CH3), 25.5 (C-2-C... Reactants: IC(C)C (2-Iodopropane), OC1=C(C(=O)OC)C=CC(=C1)I (methyl 2-hydroxy-4-iodobenzoate), C([O-])([O-])=O.[K+].[K+] (potassium carbonate), CN(C)C=O (DMF), resultant mixture. The solvent is O (Water). The product is IC1=CC(=C(C(=O)OC)C=C1)OC(C)C (Methyl 4-iodo-2-isopropoxybenzoate). The yield is 98.3%. RXN SMILES: I[CH:2]([CH3:4])[CH3:3].[OH:5][C:6]1[CH:15]=[C:14]([I:16])[CH:13]=[CH:12][C:7]=1[C:8]([O:10][CH3:11])=[O:9].C(=O)([O-])[O-].[K+].[K+].CN(C=O)C>O>[I:16][C:14]1[CH:13]=[CH:12][C:7]([C:8]([O:10][CH3:11])=[O:9])=[C:6]([O:5][CH:2]([CH3:4])[CH3:3])[CH:15]=1 |f:2.3.4|. Procedure details: 2-Iodopropane (6.42 g) was added at room temperature to a mixture of methyl 2-hydroxy-4-iodobenzoate (7.00 g), potassium carbonate (6.96 g), and DMF (100 mL), and the resultant mixture was stirred at 70° C. for 2 days in a nitrogen atmosphere. Water was added to the reaction mixture at room temperature, followed by extraction with ethyl acetate. The obtained organic layer was washed with water and saturated saline in this order and dried over anhydrous magnesium sulfate, and then, the solvent wa... The reactants are C(C)(=O)NC(C(=O)OCC)(C\C=C\CN1C(C=2C(C1=O)=CC=CC2)=O)C(=O)OCC (ethyl trans-2-acetamido-2-carbethoxy-6-phthalimido-4-hexenoate), Cl (HCl). Conditions: time 20 hour. The product is Cl.Cl.NC(C(=O)O)C\C=C\CN (trans-2,6-Diamino-4-hexenoic acid dihydrochloride). Reaction SMILES: C([NH:4][C:5](C(OCC)=O)([CH2:11]/[CH:12]=[CH:13]/[CH2:14][N:15]1C(=O)C2=CC=CC=C2C1=O)[C:6]([O:8]CC)=[O:7])(=O)C.[ClH:31]>>[ClH:31].[ClH:31].[NH2:4][CH:5]([CH2:11]/[CH:12]=[CH:13]/[CH2:14][NH2:15])[C:6]([OH:8])=[O:7] |f:2.3.4|. Procedure details: Ex-7c) A mixture of 25 g ethyl trans-2-acetamido-2-carbethoxy-6-phthalimido-4-hexenoate and 200 mL 37% HCl is heated under reflux for 20 h and then left at 0-2° C. for 20 h. It is then filtered to remove phthalic acid and the filtrate is reduced to dryness in vacuo. 100 mL of absolute ethanol is then added and evaporated under vacuum. Residual solid is taken up in 100 mL absolute ethanol and filtered to give 13 g of trans-2,6-Diamino-4-hexenoic acid dihydrochloride. Reactants: O=C([O-])[O-], CCOC(C)=O, CN(C)C=O, Cl, [K+], [K+], O, COC(=O)c1c(-c2cc(OC)c(OC)c(OC)c2)c2cc(OC)c(O)cc2c(=O)n1N1CCOCC1, ClCc1ccccn1. The product is Cl, COC(=O)c1c(-c2cc(OC)c(OC)c(OC)c2)c2cc(OC)c(OCc3ccccn3)cc2c(=O)n1N1CCOCC1. Reaction SMILES: [C:46](=[O:47])([O-:48])[O-:49].[CH3:52][CH2:53][O:54][C:55](=[O:56])[CH3:57].[CH3:58][N:59]([CH3:60])[CH:61]=[O:62].[ClH:37].[K+:50].[K+:51].[OH2:63].[OH:1][c:2]1[c:3]([O:35][CH3:36])[cH:4][c:5]2[c:6](-[c:23]3[cH:24][c:25]([O:33][CH3:34])[c:26]([O:31][CH3:32])[c:27]([O:29][CH3:30])[cH:28]3)[c:7]([C:19](=[O:20])[O:21][CH3:22])[n:8]([N:13]3[CH2:14][CH2:15][O:16][CH2:17][CH2:18]3)[c:9](=[O:12])[c:10]2[cH:11]1.[c:38]1([CH2:44][Cl:45])[cH:39][cH:40][cH:41][cH:42][n:43]1>>[ClH:45].[O:1]([c:2]1[c:3]([O:35][CH3:36])[cH:4][c:5]2[c:6](-[c:23]3[cH:24][c:25]([O:33][CH3:34])[c:26]([O:31][CH3:32])[c:27]([O:29][CH3:30])[cH:28]3)[c:7]([C:19](=[O:20])[O:21][CH3:22])[n:8]([N:13]3[CH2:14][CH2:15][O:16][CH2:17][CH2:18]3)[c:9](=[O:12])[c:10]2[cH:11]1)[CH2:44][c:38]1[cH:39][cH:40][cH:41][cH:42][n:43]1. Reactants: C([O-])([O-])=O.[Cs+].[Cs+] (Cesium carbonate), ClC1=C(C#N)C(=CC(=N1)C1CCCC1)C1=CC=C(C=C1)O (2-chloro-6-cyclopentyl-4-(4-hydroxyphenyl)nicotinonitrile), C(C1=CC=CC=C1)Br (benzyl bromide). The solvent is CS(=O)C (DMSO), C(C)(=O)OCC (ethyl acetate). Reaction conditions: time 16 hour. Yields the product C(C1=CC=CC=C1)OC1=CC=C(C=C1)C1=CC(=NC(=C1C#N)Cl)C1CCCC1 (4-(4-(benzyloxy)phenyl)-2-chloro-6-cyclopentylnicotinonitrile). Yield: 85.7%. Reaction SMILES: C(=O)([O-])[O-].[Cs+].[Cs+].[Cl:7][C:8]1[N:15]=[C:14]([CH:16]2[CH2:20][CH2:19][CH2:18][CH2:17]2)[CH:13]=[C:12]([C:21]2[CH:26]=[CH:25][C:24]([OH:27])=[CH:23][CH:22]=2)[C:9]=1[C:10]#[N:11].[CH2:28](Br)[C:29]1[CH:34]=[CH:33][CH:32]=[CH:31][CH:30]=1>CS(C)=O.C(OCC)(=O)C>[CH2:28]([O:27][C:24]1[CH:23]=[CH:22][C:21]([C:12]2[C:9]([C:10]#[N:11])=[C:8]([Cl:7])[N:15]=[C:14]([CH:16]3[CH2:17][CH2:18][CH2:19][CH2:20]3)[CH:13]=2)=[CH:26][CH:25]=1)[C:29]1[CH:34]=[CH:33][CH:32]=[CH:31][CH:30]=1 |f:0.1.2|. Procedure: Cesium carbonate (39.3 mg, 0.120 mmol) was added to a solution of 2-chloro-6-cyclopentyl-4-(4-hydroxyphenyl)nicotinonitrile (18 mg, 0.060 mmol) and benzyl bromide (0.014 mL, 0.120 mmol) in DMSO (1 mL). After 16 h at room temperature, the mixture was diluted with ethyl acetate (80 mL), washed with saturated sodium bicarbonate (5 mL), brine (5 mL), dried (MgSO4) and concentrated. Silica gel chromatography, eluting with 0-15% ethyl acetate in hexanes, gave 4-(4-(benzyloxy)phenyl)-2-chloro-6-cyclope... Starting materials: CCCCCCCN(CCc1ccc(CC(OCC)C(=O)OC)cc1)C(=O)Cc1ccc(C)cc1, [Li+], C1CCOC1, [OH-]. Product: CCCCCCCN(CCc1ccc(CC(OCC)C(=O)O)cc1)C(=O)Cc1ccc(C)cc1. Reaction SMILES: [CH3:1][O:2][C:3]([CH:4]([CH2:5][c:6]1[cH:7][cH:8][c:9]([CH2:12][CH2:13][N:14]([C:15]([CH2:16][c:17]2[cH:18][cH:19][c:20]([CH3:23])[cH:21][cH:22]2)=[O:24])[CH2:25][CH2:26][CH2:27][CH2:28][CH2:29][CH2:30][CH3:31])[cH:10][cH:11]1)[O:32][CH2:33][CH3:34])=[O:35].[Li+:37].[O:38]1[CH2:39][CH2:40][CH2:41][CH2:42]1.[OH-:36]>>[O:2]=[C:3]([CH:4]([CH2:5][c:6]1[cH:7][cH:8][c:9]([CH2:12][CH2:13][N:14]([C:15]([CH2:16][c:17]2[cH:18][cH:19][c:20]([CH3:23])[cH:21][cH:22]2)=[O:24])[CH2:25][CH2:26][CH2:27][CH2:28][CH2:29][CH2:30][CH3:31])[cH:10][cH:11]1)[O:32][CH2:33][CH3:34])[OH:35]. Procedure: Thionyl chloride (0.73 ml) was added slowly to a mixture of 3-ethoxy-4-(5-methyl-2-phenyl-4-oxazolylmethoxy)benzyl alcohol (3.05 g), tetrahydrofuran (25 ml) and toluene (50 ml) at room temperature, which was stirred at 80° C. for 30 minutes. After cooling, the reaction mixture was poured into an aqueous saturated sodium bicarbonate solution, which was extracted with ethyl acetate. The ethyl acetate layer was washed with saturated aqueous sodium bicarbonate solution, dried (MgSO4) and concentrate... RXN SMILES: S(Cl)([Cl:3])=O.[CH2:5]([O:7][C:8]1[CH:9]=[C:10]([CH:13]=[CH:14][C:15]=1[O:16][CH2:17][C:18]1[N:19]=[C:20]([C:24]2[CH:29]=[CH:28][CH:27]=[CH:26][CH:25]=2)[O:21][C:22]=1[CH3:23])[CH2:11]O)[CH3:6].O1CCCC1.C(=O)(O)[O-].[Na+]>C1(C)C=CC=CC=1>[Cl:3][CH2:11][C:10]1[CH:13]=[CH:14][C:15]([O:16][CH2:17][C:18]2[N:19]=[C:20]([C:24]3[CH:29]=[CH:28][CH:27]=[CH:26][CH:25]=3)[O:21][C:22]=2[CH3:23])=[C:8]([O:7][CH2:5][CH3:6])[CH:9]=1 |f:3.4|. Run at temperature 80 celsius, time 30 minute. The yield is 91.0%. The product is ClCC1=CC(=C(OCC=2N=C(OC2C)C2=CC=CC=C2)C=C1)OCC (4-(4-chloromethyl-2-ethoxyphenoxymethyl)-5-methyl-2-phenyloxazole). Starting materials: C([O-])(O)=O.[Na+] (sodium bicarbonate), S(=O)(Cl)Cl (Thionyl chloride), C(C)OC=1C=C(CO)C=CC1OCC=1N=C(OC1C)C1=CC=CC=C1 (3-ethoxy-4-(5-methyl-2-phenyl-4-oxazolylmethoxy)benzyl alcohol), O1CCCC1 (tetrahydrofuran). Solvent: C1(=CC=CC=C1)C (toluene). Starting materials: CC1(Cn2cnc([N+](=O)[O-])c2)COC1, CCCC(NC(=O)Cc1cc(F)cc(F)c1)C(=O)O. The product is CCCC(NC(=O)Cc1cc(F)cc(F)c1)C(=O)Nc1cn(CC2(C)COC2)cn1. Reaction SMILES: [CH3:1][C:2]1([CH2:6][n:7]2[cH:8][n:9][c:10]([N+:12]([O-:13])=[O:14])[cH:11]2)[CH2:3][O:4][CH2:5]1.[F:15][c:16]1[cH:17][c:18]([CH2:23][C:24](=[O:25])[NH:26][CH:27]([C:28](=[O:29])[OH:30])[CH2:31][CH2:32][CH3:33])[cH:19][c:20]([F:22])[cH:21]1>>[CH3:1][C:2]1([CH2:6][n:7]2[cH:8][n:9][c:10]([NH:12][C:28]([CH:27]([NH:26][C:24]([CH2:23][c:18]3[cH:17][c:16]([F:15])[cH:21][c:20]([F:22])[cH:19]3)=[O:25])[CH2:31][CH2:32][CH3:33])=[O:29])[cH:11]2)[CH2:3][O:4][CH2:5]1.